This data is from the Open Reaction Database (ORD), a public repository of structured organic reaction records. The task is: describe an organic reaction: reactants, conditions, products, and yield Starting materials: FC(C1=CC=C(CNCCC2=CC=C(C=C2)O)C=C1)(F)F (4-(2-{[4-(trifluoromethyl)benzyl]amino}ethyl)phenol), ClC1=NC=C(C=N1)CC (2-chloro-5-ethyl-pyrimidine), CCN(C(C)C)C(C)C (DIEA), 210C. Run in C1(=CC=CC=C1)C (toluene). Yields the product C(C)C=1C=NC(=NC1)N(CCC1=CC=C(C=C1)O)CC1=CC=C(C=C1)C(F)(F)F (4-(2-{(5-Ethylpyrimidin-2-yl)[4-(trifluoromethyl)benzyl]amino}ethyl)phenol). Yield: 85.9%. Reaction SMILES: [F:1][C:2]([F:21])([F:20])[C:3]1[CH:19]=[CH:18][C:6]([CH2:7][NH:8][CH2:9][CH2:10][C:11]2[CH:16]=[CH:15][C:14]([OH:17])=[CH:13][CH:12]=2)=[CH:5][CH:4]=1.Cl[C:23]1[N:28]=[CH:27][C:26]([CH2:29][CH3:30])=[CH:25][N:24]=1.CCN(C(C)C)C(C)C>C1(C)C=CC=CC=1>[CH2:29]([C:26]1[CH:25]=[N:24][C:23]([N:8]([CH2:7][C:6]2[CH:5]=[CH:4][C:3]([C:2]([F:20])([F:21])[F:1])=[CH:19][CH:18]=2)[CH2:9][CH2:10][C:11]2[CH:16]=[CH:15][C:14]([OH:17])=[CH:13][CH:12]=2)=[N:28][CH:27]=1)[CH3:30]. Reported procedure: Condensation of 4-(2-{[4-(trifluoromethyl)benzyl]amino}ethyl)phenol (1.20 g; 4.06 mmol) with 2-chloro-5-ethyl-pyrimidine (0.52 ml; 4.27 mmol) as per general procedure E (conditions: 1.1 eq. DIEA, toluene, 210C, 16 hr) provided the title compound (1.40 g; 85% yield). As a reaction SMILES: [N+:1]([C:4]1[CH:9]=[CH:8][C:7]([NH:10][C:11]2[CH:16]=[CH:15][CH:14]=[CH:13][N:12]=2)=[CH:6][CH:5]=1)([O-])=O>C(OCC)(=O)C>[N:12]1[CH:13]=[CH:14][CH:15]=[CH:16][C:11]=1[NH:10][C:7]1[CH:8]=[CH:9][C:4]([NH2:1])=[CH:5][CH:6]=1. The yield is 33.2%. Run at time 8 hour. Starting materials: [N+](=O)([O-])C1=CC=C(C=C1)NC1=NC=CC=C1 ((4-nitro-phenyl)-pyridin-2-yl-amine), stannous chloride dihydrate. Yields the product N1=C(C=CC=C1)NC1=CC=C(C=C1)N (N-pyridin-2-yl-benzene-1,4-diamine). The solvent is C(C)(=O)OCC (ethyl acetate), C(C)(=O)OCC (ethyl acetate). Reported procedure: To a solution of (4-nitro-phenyl)-pyridin-2-yl-amine (280 mg, 1.3 mmol) in ethyl acetate (10 ml) was added stannous chloride dihydrate (1.17 g, 5.2 mmol) and stirred overnight at room temperature. The reaction mixture was diluted with ethyl acetate and washed with 10% sodium hydroxide solution. The organic layer was separated, washed with brine, dried and evaporated to dryness. Purification by column chromatography using ethyl acetate/hexane (2:3) yielded N-pyridin-2-yl-benzene-1,4-diamine (80 m... The reactants are C1CCOC1, COC(=O)c1cc(O)cc(C(=O)OC)c1, OCCc1ccc(Cl)cc1Cl, CCOC(=O)N=NC(=O)OCC, c1ccc(P(c2ccccc2)c2ccccc2)cc1. Yields the product COC(=O)c1cc(OCCc2ccc(Cl)cc2Cl)cc(C(=O)OC)c1. Reaction SMILES: [CH2:58]1[O:59][CH2:60][CH2:61][CH2:62]1.[CH3:20][O:21][C:22]([c:23]1[cH:24][c:25]([C:26](=[O:27])[O:28][CH3:29])[cH:30][c:31]([OH:33])[cH:32]1)=[O:34].[Cl:47][c:48]1[c:49]([CH2:55][CH2:56][OH:57])[cH:50][cH:51][c:52]([Cl:54])[cH:53]1.[O:35]=[C:36]([O:37][CH2:38][CH3:39])[N:40]=[N:41][C:42]([O:43][CH2:44][CH3:45])=[O:46].[c:1]1([P:2]([c:3]2[cH:4][cH:5][cH:6][cH:7][cH:8]2)[c:9]2[cH:10][cH:11][cH:12][cH:13][cH:14]2)[cH:15][cH:16][cH:17][cH:18][cH:19]1>>[CH3:20][O:21][C:22]([c:23]1[cH:24][c:25]([C:26](=[O:27])[O:28][CH3:29])[cH:30][c:31]([O:33][CH2:56][CH2:55][c:49]2[c:48]([Cl:47])[cH:53][c:52]([Cl:54])[cH:51][cH:50]2)[cH:32]1)=[O:34]. Starting materials: CCOC(=O)c1cn(-c2cccc(Cl)c2)cn1, CC(C)O, CC(C)[O-], CC(C)[O-], CC(C)[O-], CC(C)[O-], [Ti+4]. The product is CC(C)OC(=O)c1cn(-c2cccc(Cl)c2)cn1. RXN SMILES: [CH2:1]([CH3:2])[O:3][C:4](=[O:5])[c:6]1[n:7][cH:8][n:9](-[c:11]2[cH:12][c:13]([Cl:17])[cH:14][cH:15][cH:16]2)[cH:10]1.[CH:18]([OH:19])([CH3:20])[CH3:21].[CH:22]([O-:23])([CH3:24])[CH3:25].[CH:26]([O-:27])([CH3:28])[CH3:29].[CH:30]([O-:31])([CH3:32])[CH3:33].[CH:34]([O-:35])([CH3:36])[CH3:37].[Ti+4:38]>>[CH:1]([CH3:2])([O:3][C:4](=[O:5])[c:6]1[n:7][cH:8][n:9](-[c:11]2[cH:12][c:13]([Cl:17])[cH:14][cH:15][cH:16]2)[cH:10]1)[CH3:18]. The reactants are CC(C)C[AlH]CC(C)C, COC(=O)c1cc(Cl)c(Oc2ccc(O)c(N(N3CCCCC3)[SH](=O)=O)c2)c(Cl)c1, ClCCl. Product: O=[SH](=O)N(c1cc(Oc2c(Cl)cc(CO)cc2Cl)ccc1O)N1CCCCC1. RXN SMILES: [CH3:31][CH:32]([CH2:33][AlH:34][CH2:35][CH:36]([CH3:37])[CH3:38])[CH3:39].[Cl:1][c:2]1[cH:3][c:4]([C:5](=[O:6])[O:7][CH3:8])[cH:9][c:10]([Cl:30])[c:11]1[O:12][c:13]1[cH:14][c:15]([N:20]([SH:21](=[O:22])=[O:23])[N:24]2[CH2:25][CH2:26][CH2:27][CH2:28][CH2:29]2)[c:16]([OH:19])[cH:17][cH:18]1.[Cl:40][CH2:41][Cl:42]>>[Cl:1][c:2]1[cH:3][c:4]([CH2:5][OH:6])[cH:9][c:10]([Cl:30])[c:11]1[O:12][c:13]1[cH:14][c:15]([N:20]([SH:21](=[O:22])=[O:23])[N:24]2[CH2:25][CH2:26][CH2:27][CH2:28][CH2:29]2)[c:16]([OH:19])[cH:17][cH:18]1. The reactants are CCN=C=O, NCCc1nccn1CCCCc1ccc(OCc2coc(C=Cc3ccc(C(F)(F)F)cc3)n2)cc1, O, c1ccncc1. As a reaction SMILES: [CH2:1]([CH3:2])[N:3]=[C:4]=[O:5].[F:6][C:7]([c:8]1[cH:9][cH:10][c:11]([CH:14]=[CH:15][c:16]2[o:17][cH:18][c:19]([CH2:21][O:22][c:23]3[cH:24][cH:25][c:26]([CH2:29][CH2:30][CH2:31][CH2:32][n:33]4[c:34]([CH2:38][CH2:39][NH2:40])[n:35][cH:36][cH:37]4)[cH:27][cH:28]3)[n:20]2)[cH:12][cH:13]1)([F:41])[F:42].[OH2:43].[cH:44]1[cH:45][cH:46][n:47][cH:48][cH:49]1>>[CH2:1]([CH3:2])[NH:3][C:4](=[O:5])[NH:40][CH2:39][CH2:38][c:34]1[n:33]([CH2:32][CH2:31][CH2:30][CH2:29][c:26]2[cH:25][cH:24][c:23]([O:22][CH2:21][c:19]3[cH:18][o:17][c:16]([CH:15]=[CH:14][c:11]4[cH:10][cH:9][c:8]([C:7]([F:6])([F:41])[F:42])[cH:13][cH:12]4)[n:20]3)[cH:28][cH:27]2)[cH:37][cH:36][n:35]1. The product is CCNC(=O)NCCc1nccn1CCCCc1ccc(OCc2coc(C=Cc3ccc(C(F)(F)F)cc3)n2)cc1. Reactants: O=C([O-])[O-], Cc1ccccc1, CCO, OB(O)c1ccc(F)cc1, Nc1ccc(Br)cn1, [Na+], [Na+], O, c1ccc(P(c2ccccc2)(c2ccccc2)[Pd](P(c2ccccc2)(c2ccccc2)c2ccccc2)(P(c2ccccc2)(c2ccccc2)c2ccccc2)P(c2ccccc2)(c2ccccc2)c2ccccc2)cc1. Product: Nc1ccc(-c2ccc(F)cc2)cn1. Reaction SMILES: [C:19](=[O:20])([O-:21])[O-:22].[CH3:25][c:26]1[cH:27][cH:28][cH:29][cH:30][cH:31]1.[CH3:32][CH2:33][OH:34].[F:9][c:10]1[cH:11][cH:12][c:13]([B:16]([OH:17])[OH:18])[cH:14][cH:15]1.[NH2:1][c:2]1[n:3][cH:4][c:5]([Br:8])[cH:6][cH:7]1.[Na+:23].[Na+:24].[OH2:35].[cH:36]1[cH:37][cH:38][c:39]([P:40]([Pd:41]([P:42]([c:43]2[cH:44][cH:45][cH:46][cH:47][cH:48]2)([c:49]2[cH:50][cH:51][cH:52][cH:53][cH:54]2)[c:55]2[cH:56][cH:57][cH:58][cH:59][cH:60]2)([P:61]([c:62]2[cH:63][cH:64][cH:65][cH:66][cH:67]2)([c:68]2[cH:69][cH:70][cH:71][cH:72][cH:73]2)[c:74]2[cH:75][cH:76][cH:77][cH:78][cH:79]2)[P:80]([c:81]2[cH:82][cH:83][cH:84][cH:85][cH:86]2)([c:87]2[cH:88][cH:89][cH:90][cH:91][cH:92]2)[c:93]2[cH:94][cH:95][cH:96][cH:97][cH:98]2)([c:99]2[cH:100][cH:101][cH:102][cH:103][cH:104]2)[c:105]2[cH:106][cH:107][cH:108][cH:109][cH:110]2)[cH:111][cH:112]1>>[NH2:1][c:2]1[n:3][cH:4][c:5](-[c:13]2[cH:12][cH:11][c:10]([F:9])[cH:15][cH:14]2)[cH:6][cH:7]1. The reactants are CC1=NN(C(=N1)C)C1=C(NN=C1C)OC(C(=O)C1=C(C=C(C=C1)OC)C)C (2-[4-(3,5-dimethyl-[1,2,4]triazol-1-yl)-5-methyl-2H-pyrazol-3-yloxy]-1-(4-methoxy-2-methyl-phenyl)-propan-1-one). The reagents and catalysts are [Ti](Cl)(Cl)(Cl)Cl (titanium tetrachloride). The solvent is ClCCCl (1,2-dichloroethane), CCOCC.CCCC(C)C (Et2O iso-hexane). Reaction conditions: temperature 85 celsius, time 8 hour. The product is CC1=NN(C(=N1)C)C=1C(=NN2C1OC(=C2C2=C(C=C(C=C2)OC)C)C)C (7-(3,5-Dimethyl-[1,2,4]triazol-1-yl)-3-(4-methoxy-2-methyl-phenyl)-2,6-dimethyl-pyrazolo[5,1-b]oxazole). Reaction SMILES: [CH3:1][C:2]1[N:6]=[C:5]([CH3:7])[N:4]([C:8]2[C:12]([CH3:13])=[N:11][NH:10][C:9]=2[O:14][CH:15]([CH3:27])[C:16]([C:18]2[CH:23]=[CH:22][C:21]([O:24][CH3:25])=[CH:20][C:19]=2[CH3:26])=O)[N:3]=1>ClCCCl.CCOCC.CCCC(C)C.[Ti](Cl)(Cl)(Cl)Cl>[CH3:1][C:2]1[N:6]=[C:5]([CH3:7])[N:4]([C:8]2[C:12]([CH3:13])=[N:11][N:10]3[C:16]([C:18]4[CH:23]=[CH:22][C:21]([O:24][CH3:25])=[CH:20][C:19]=4[CH3:26])=[C:15]([CH3:27])[O:14][C:9]=23)[N:3]=1 |f:2.3|. Procedure: To a dispersion of 2-[4-(3,5-dimethyl-[1,2,4]triazol-1-yl)-5-methyl-2H-pyrazol-3-yloxy]-1-(4-methoxy-2-methyl-phenyl)-propan-1-one (0.905 g, 2.45 mmol) in 1,2-dichloroethane (20 ml) is added titanium tetrachloride (0.675 ml, 6.12 mmol). The reaction mixture is heated to 85° C. for 2.5 hours and then left at RT overnight. The mixture is quenched carefully with sat. NH4Cl (50 ml) and extracted with EtOAc (2×50 ml). The combined organic extracts are washed with NaHCO3 (50 ml), brine, dried over MgS... Reactants: Cl.Cl.N12C[C@@H](C(CC1)CC2)N ((R)-1-azabicyclo[2.2.2]oct-3-ylamine dihydrochloride), N1C=NC(=C1)/C=C/C(=O)O (E-3-(4-imidazolyl)propenoic acid). Yields the product N12C[C@@H](C(CC1)CC2)NC(\C=C\C=2N=CNC2)=O ((R)-N-(1-Azabicyclo[2.2.2]oct-3-yl)[E-3-(4-imidazolyl)propenamide]). As a reaction SMILES: Cl.Cl.[N:3]12[CH2:10][CH2:9][CH:6]([CH2:7][CH2:8]1)[C@@H:5]([NH2:11])[CH2:4]2.[NH:12]1[CH:16]=[C:15](/[CH:17]=[CH:18]/[C:19](O)=[O:20])[N:14]=[CH:13]1>>[N:3]12[CH2:10][CH2:9][CH:6]([CH2:7][CH2:8]1)[C@@H:5]([NH:11][C:19](=[O:20])/[CH:18]=[CH:17]/[C:15]1[N:14]=[CH:13][NH:12][CH:16]=1)[CH2:4]2 |f:0.1.2|. Procedure: Prepared as a free base by a method analogous to that described in Example 1 from (R)-1-azabicyclo[2.2.2]oct-3-ylamine dihydrochloride and E-3-(4-imidazolyl)propenoic acid; the compound was purified by chromatography on silica gel using ammoniated methanol/chloroform mixtures as the eluent; MS (ES+) 247 (MH+).